The task is: describe an organic reaction: reactants, conditions, products, and yield. This data is from the Open Reaction Database (ORD), a public repository of structured organic reaction records. Starting materials: Cl.ClC1=CC=C2C(=NC=NC2=C1)N(N=CC)C1=CC=C(C=C1)OC (acetaldehyde N1 -(7chloroquinazolin-4-yl)-p-methoxyphenylhydrazone hydrochloride), CC(=O)CCC(=O)O (laevulinic acid), O (water). Run in C(C)(=O)O (acetic acid). The product is ClC1=CC=C2C(=NC=NC2=C1)N1C(=C(C2=CC(=CC=C12)OC)CC(=O)O)C (1-(7-chloroquinazolin-4-yl)5-methoxy-2-methylindol-3-ylacetic acid). Reaction SMILES: Cl.[Cl:2][C:3]1[CH:12]=[C:11]2[C:6]([C:7]([N:13]([C:17]3[CH:22]=[CH:21][C:20]([O:23][CH3:24])=[CH:19][CH:18]=3)N=CC)=[N:8][CH:9]=[N:10]2)=[CH:5][CH:4]=1.[CH3:25][C:26]([CH2:28][CH2:29][C:30]([OH:32])=[O:31])=O.O>C(O)(=O)C>[Cl:2][C:3]1[CH:12]=[C:11]2[C:6]([C:7]([N:13]3[C:17]4[C:22](=[CH:21][C:20]([O:23][CH3:24])=[CH:19][CH:18]=4)[C:28]([CH2:29][C:30]([OH:32])=[O:31])=[C:26]3[CH3:25])=[N:8][CH:9]=[N:10]2)=[CH:5][CH:4]=1 |f:0.1|. Procedure: A mixture of acetaldehyde N1 -(7chloroquinazolin-4-yl)-p-methoxyphenylhydrazone hydrochloride (25g.) and laevulinic acid (50g.) in acetic acid (120ml.) was heated under reflux for 1-2 hours. The dark red mixture was then added to water (1.5 1.). The solid obtained was separated by filtration and dissolved in a mixture of water (50ml.) and 5N-aqueous ammonium hydroxide solution (50ml.). The solution was extracted with ether (3 × 50ml.) and the aqueous layer acidified with acetic acid to pH4. The ...